From a dataset of the Open Reaction Database (ORD), a public repository of structured organic reaction records. describe an organic reaction: reactants, conditions, products, and yield Reaction SMILES: [CH3:25][CH2:26][O:27][CH2:28][CH3:29].[ClH:30].[n:1]1([CH:10]([CH2:11][C:12](=[O:13])[O:14][C:15]([CH3:16])([CH3:17])[CH3:18])[c:19]2[cH:20][cH:21][cH:22][cH:23][cH:24]2)[cH:2][n:3][c:4]2[c:5]1[cH:6][cH:7][cH:8][cH:9]2>>[n:1]1([CH:10]([CH2:11][C:12](=[O:13])[OH:14])[c:19]2[cH:20][cH:21][cH:22][cH:23][cH:24]2)[cH:2][n:3][c:4]2[c:5]1[cH:6][cH:7][cH:8][cH:9]2. Starting materials: CCOCC, Cl, CC(C)(C)OC(=O)CC(c1ccccc1)n1cnc2ccccc21. Yields the product O=C(O)CC(c1ccccc1)n1cnc2ccccc21. The reactants are CCOC(=O)N1CCNCC1, CS(C)=O, [Ca+2], O=Cc1ccccc1F, O=C([O-])[O-]. Yields the product CCOC(=O)N1CCN(c2ccccc2C=O)CC1. As a reaction SMILES: [CH2:10]([CH3:11])[O:12][C:13](=[O:14])[N:15]1[CH2:16][CH2:17][NH:18][CH2:19][CH2:20]1.[CH3:26][S:27]([CH3:28])=[O:29].[Ca+2:21].[F:1][c:2]1[c:3]([CH:4]=[O:5])[cH:6][cH:7][cH:8][cH:9]1.[O-:22][C:23](=[O:24])[O-:25]>>[c:2]1([N:18]2[CH2:17][CH2:16][N:15]([C:13]([O:12][CH2:10][CH3:11])=[O:14])[CH2:20][CH2:19]2)[c:3]([CH:4]=[O:5])[cH:6][cH:7][cH:8][cH:9]1. Reactants: C(C)SSCC (diethyl disulfide), CNC(=O)NC1=CC(=C(C=C1)OC)Cl (N-methyl-N'-(3-chloro-4-methoxyphenyl)-urea), water ice, Cl (hydrochloric acid), S(=O)(=O)(Cl)Cl (sulfuryl chloride). The solvent is C(Cl)Cl (methylene chloride), N1=CC=CC=C1 (pyridine), C(Cl)Cl (methylene chloride). Run at temperature -5 celsius, time 5 minute. Yields the product CN(C(=O)NC1=CC(=C(C=C1)OC)Cl)SCC (N-methyl-N-ethylthio-N'-(3-chloro-4-methoxyphenyl)-urea). Reaction SMILES: S(Cl)(Cl)(=O)=O.C(S[S:9][CH2:10][CH3:11])C.[CH3:12][NH:13][C:14]([NH:16][C:17]1[CH:22]=[CH:21][C:20]([O:23][CH3:24])=[C:19]([Cl:25])[CH:18]=1)=[O:15].Cl>C(Cl)Cl.N1C=CC=CC=1>[CH3:12][N:13]([S:9][CH2:10][CH3:11])[C:14]([NH:16][C:17]1[CH:22]=[CH:21][C:20]([O:23][CH3:24])=[C:19]([Cl:25])[CH:18]=1)=[O:15]. Procedure: A mixture of 67 g of sulfuryl chloride and 100 ml of methylene chloride was slowly added at -40° C. to 68 g of diethyl disulfide in 600 ml of methylene chloride and after the temperature was slowly raised to -5° C., the mixture was stirred at -5° C. for 5 minutes. The mixture was then cooled to -40° C. and a solution of 56 g of N-methyl-N'-(3-chloro-4-methoxyphenyl)-urea in 800 ml of pyridine was added thereto. The mixture was stirred at -20° C. for 2 hours and was then added to a water-ice mixt... Starting materials: C(C1=CC=CC=C1)(C1=CC=CC=C1)(C1=CC=CC=C1)NC=1SC=C(N1)C=C1C(N(C(S1)=S)CC(=O)[O-])=O.[NH2+]1CCCCC1 (piperidinium 5-(2-tritylaminothiazol-4-ylmethylene)rhodanine-3-acetate), Cl (hydrogen chloride). The solvent is O1CCOCC1 (dioxane). Conditions: time 30 minute. Product: NC=1SC=C(N1)C=C1C(N(C(S1)=S)CC(=O)O)=O (5-(2-Aminothiazol-4-ylmethylene)rhodanine-3-acetic acid). Reaction SMILES: C([NH:20][C:21]1[S:22][CH:23]=[C:24]([CH:26]=[C:27]2[S:31][C:30](=[S:32])[N:29]([CH2:33][C:34]([O-:36])=[O:35])[C:28]2=[O:37])[N:25]=1)(C1C=CC=CC=1)(C1C=CC=CC=1)C1C=CC=CC=1.[NH2+]1CCCCC1.Cl>O1CCOCC1>[NH2:20][C:21]1[S:22][CH:23]=[C:24]([CH:26]=[C:27]2[S:31][C:30](=[S:32])[N:29]([CH2:33][C:34]([OH:36])=[O:35])[C:28]2=[O:37])[N:25]=1 |f:0.1|. Reported procedure: A mixture comprising 2.2 g of piperidinium 5-(2-tritylaminothiazol-4-ylmethylene)rhodanine-3-acetate and 30 ml of a 4N dioxane solution of hydrogen chloride was stirred at room temperature for 30 minutes, and the resulting mixture was left to stand overnight. The crystalline product which precipitated out was collected by filtration and washed with dioxane, giving the desired compound as a brownish-orange powder. The reactants are CC(C)(C)C(=O)Cl, CN(C)c1ccccn1, Cc1ccccc1, Cc1nsc(N)c1N=C=S, c1ccncc1. Yields the product Cc1nsc(NC(=O)C(C)(C)C)c1N=C=S. Reaction SMILES: [C:20]([C:21]([CH3:22])([CH3:23])[CH3:24])(=[O:25])[Cl:26].[CH3:11][N:12]([c:13]1[cH:14][cH:15][cH:16][cH:17][n:18]1)[CH3:19].[CH3:27][c:28]1[cH:29][cH:30][cH:31][cH:32][cH:33]1.[NH2:1][c:2]1[c:3]([N:8]=[C:9]=[S:10])[c:4]([CH3:7])[n:5][s:6]1.[cH:34]1[cH:35][cH:36][n:37][cH:38][cH:39]1>>[NH:1]([c:2]1[c:3]([N:8]=[C:9]=[S:10])[c:4]([CH3:7])[n:5][s:6]1)[C:20]([C:21]([CH3:22])([CH3:23])[CH3:24])=[O:25]. The reactants are O=Cc1cccc(Cl)c1, CCOP(=O)(Cc1ccc([N+](=O)[O-])cc1)OCC. Yields the product O=[N+]([O-])c1ccc(C=Cc2cccc(Cl)c2)cc1. Reaction SMILES: [Cl:19][c:20]1[cH:21][c:22]([CH:23]=[O:24])[cH:25][cH:26][cH:27]1.[N+:1](=[O:2])([O-:3])[c:4]1[cH:5][cH:6][c:7]([CH2:8][P:9](=[O:10])([O:11][CH2:12][CH3:13])[O:14][CH2:15][CH3:16])[cH:17][cH:18]1>>[N+:1](=[O:2])([O-:3])[c:4]1[cH:5][cH:6][c:7]([CH:8]=[CH:23][c:22]2[cH:21][c:20]([Cl:19])[cH:27][cH:26][cH:25]2)[cH:17][cH:18]1. Starting materials: FC1=CC=CC2=C1C[C@@H]1[C@H](CN(C1)CC1=CC=CC=C1)O2 (trans-(±)-8-Fluoro-1,2,3,3a,9,9a-hexahydro-2-(phenylmethyl)-[1]benzopyrano[2,3-c]pyrrole), Cl (hydrogen chloride). Run in CO (methanol), CO (methanol). Product: Cl.FC1=CC=CC2=C1C[C@@H]1[C@H](CNC1)O2 (trans-(±)-8-Fluoro-1,2,3,3a,9,9a-hexahydro[1]benzopyrano[2,3-c]pyrrole hydrochloride). RXN SMILES: [F:1][C:2]1[C:7]2[CH2:8][C@H:9]3[CH2:13][N:12](CC4C=CC=CC=4)[CH2:11][C@@H:10]3[O:21][C:6]=2[CH:5]=[CH:4][CH:3]=1.[ClH:22]>CO>[ClH:22].[F:1][C:2]1[C:7]2[CH2:8][C@H:9]3[CH2:13][NH:12][CH2:11][C@@H:10]3[O:21][C:6]=2[CH:5]=[CH:4][CH:3]=1 |f:3.4|. Procedure: A solution of Example 1 (0.42 g) in methanol (10 mls) was treated with excess hydrogen chloride in methanol and the solution was evaporated to dryness. The residue was redissolved in methanol and was hydrogenated over 10% palladium on charcoal (50 mg) at 40°-50° until reaction was complete. The solvent was evaporated, the product was treated with hydrogen chloride in ethanol, evaporated to dryness and the solid was triturated with isopropyl alcohol to give the title compound (0.25 g). M.p. 220°-...